From a dataset of the Open Reaction Database (ORD), a public repository of structured organic reaction records. describe an organic reaction: reactants, conditions, products, and yield The reactants are OC(CON)CN1CCCCC1 (O-(2-hydroxy-3-piperidino-propyl)-hydroxylamine), C1(=CC=CC=C1)N=C=O (phenyl isocyanate). Run in C(Cl)(Cl)Cl (chloroform). Product: C1(=CC=CC=C1)NC(=O)NOCC(CN1CCCCC1)O (N-phenyl-N'-(2-hydroxy-3-piperidino-propoxy)-urea). As a reaction SMILES: [OH:1][CH:2]([CH2:6][N:7]1[CH2:12][CH2:11][CH2:10][CH2:9][CH2:8]1)[CH2:3][O:4][NH2:5].[C:13]1([N:19]=[C:20]=[O:21])[CH:18]=[CH:17][CH:16]=[CH:15][CH:14]=1>C(Cl)(Cl)Cl>[C:13]1([NH:19][C:20]([NH:5][O:4][CH2:3][CH:2]([OH:1])[CH2:6][N:7]2[CH2:12][CH2:11][CH2:10][CH2:9][CH2:8]2)=[O:21])[CH:18]=[CH:17][CH:16]=[CH:15][CH:14]=1. Procedure details: O-(2-hydroxy-3-piperidino-propyl)-hydroxylamine (1,74 g, 0,01 mol) was dissolved in 40 ml chloroform and 1,09 ml (0,01 mol) phenyl isocyanate was added thereto while stirring. The reaction was monitored by chromatography. After the end of reaction the solution was evaporated and the oily residue was purified by column chromatography. The oil thus obtained was crystallized from diethyl ether. Yield: 0,6 g (20%). Mp: 101-103° C. The reactants are O=C(CC(=O)OC)CCC=C(CCC=C(CCC=C(C)C)C)C (methyl 3-oxo-7,11,15-trimethylhexadeca-6,10,14-trienoate), O=C(CP(OC)(OC)=O)CCC=C(CCC=C(CCC=C(C)C)C)C (dimethyl [2-oxo-6,10, 14-trimethyl-pentadeca-5,9,13-trienyl]phosphonate). Yields the product OC(CP(O)(O)=O)CCC=C(CCC=C(CCC=C(C)C)C)C ([2-Hydroxy-6,10,14-trimethylpentadeca-5,9,13-trienyl]phosphonic acid). As a reaction SMILES: O=C(CCC=C(C)CCC=C(C)CCC=C(C)C)CC(OC)=O.[O:24]=[C:25]([CH2:33][CH2:34][CH:35]=[C:36]([CH3:48])[CH2:37][CH2:38][CH:39]=[C:40]([CH3:47])[CH2:41][CH2:42][CH:43]=[C:44]([CH3:46])[CH3:45])[CH2:26][P:27](=[O:32])([O:30]C)[O:28]C>>[OH:24][CH:25]([CH2:33][CH2:34][CH:35]=[C:36]([CH3:48])[CH2:37][CH2:38][CH:39]=[C:40]([CH3:47])[CH2:41][CH2:42][CH:43]=[C:44]([CH3:46])[CH3:45])[CH2:26][P:27](=[O:28])([OH:32])[OH:30]. Reported procedure: This compound was prepared similarly by the method described in Step 2 of Example 1 except that methyl 3-oxo-7,11,15-trimethylhexadeca-6,10,14-trienoate was replaced by dimethyl [2-oxo-6,10, 14-trimethyl-pentadeca-5,9,13-trienyl]phosphonate and the product from this reaction was used in the hydrolysis step similarly to the method used in Step 2 in Example 2 to give, after lyophilization, title compound as a nearly colorless gum. Run in CC(C)O (isopropyl alcohol), CC(C)O (isopropylalcohol). The reagents and catalysts are O=C(O)C(F)(F)F (trifluoroacetic acid). Yield: 11.5%. Starting materials: C(c1ccc(C(F)(F)F)nc1)=O, CC1=CN=C(C=C1)N, [C-]#[N+]C1CCCCC1. Reaction SMILES: CC1=CC=C(N)N=C1.[C-]#[N+]C1CCCCC1.FC(F)(F)C1=NC=C(C=O)C=C1>>CC1=CN2C(C=C1)=NC(=C2NC1CCCCC1)C1=CC=C(N=C1)C(F)(F)F. Conditions: temperature 22 celsius, time 20 hour. Product: Cc1ccc2nc(c3ccc(C(F)(F)F)nc3)c(NC3CCCCC3)n2c1.